Dataset: the Open Reaction Database (ORD), a public repository of structured organic reaction records. Task: describe an organic reaction: reactants, conditions, products, and yield The reactants are NC1(CCN(CC1)CCCCC(=O)C1=C(C=CC(=C1)Cl)OC)C(=O)N (4-amino-1-[5-(5-chloro-2-methoxyphenyl)-5-oxopentyl]-piperidine-4-carboxamide), C(=S)(N1C=NC=C1)N1C=NC=C1 (1,1'-thiocarbonyldiimidazole), CN(C)C=O (DMF). Solvent: O (water). The product is ClC=1C=CC(=C(C1)C(CCCCN1CCC2(C(NC(N2)=S)=O)CC1)=O)OC (8-[5-(5-chloro-2-methoxyphenyl)-5-oxopentyl]-2-thioxo-1,3,8-triazaspiro[4.5]decane-4-one). Isolated yield 29.0%. RXN SMILES: [NH2:1][C:2]1([C:23]([NH2:25])=[O:24])[CH2:7][CH2:6][N:5]([CH2:8][CH2:9][CH2:10][CH2:11][C:12]([C:14]2[CH:19]=[C:18]([Cl:20])[CH:17]=[CH:16][C:15]=2[O:21][CH3:22])=[O:13])[CH2:4][CH2:3]1.[C:26](N1C=CN=C1)(N1C=CN=C1)=[S:27].CN(C=O)C>O>[Cl:20][C:18]1[CH:17]=[CH:16][C:15]([O:21][CH3:22])=[C:14]([C:12](=[O:13])[CH2:11][CH2:10][CH2:9][CH2:8][N:5]2[CH2:4][CH2:3][C:2]3([NH:1][C:26](=[S:27])[NH:25][C:23]3=[O:24])[CH2:7][CH2:6]2)[CH:19]=1. Reported procedure: A mixture of 4-amino-1-[5-(5-chloro-2-methoxyphenyl)-5-oxopentyl]-piperidine-4-carboxamide (0.36 g, 1 mmol), prepared as in Example 21, 1,1'-thiocarbonyldiimidazole (0.23 g, 1.3 mmol), and DMF (3 mL) was heated 5 hours at 50°-60° C. and then diluted with water. The mixture was extracted with ethyl acetate and the extract was dried (MgSO4) and concentrated. The residue was purified by column chromatography eluting with methylene chloride/methanol+ammonium hydroxide (95:5) to give 8-[5-(5-chloro-2... Starting materials: ClC1=CC(=NC2=CC(=CC=C12)OC)C1=CC=C(C=C1)OC (4-chloro-7-methoxy-2-(4-methoxy-phenyl)-quinoline), NCC(CN)O (1,3-diamino-2-propanol). Product: Cl.NCC(CNC1=CC(=NC2=CC(=CC=C12)OC)C1=CC=C(C=C1)OC)O ((RS)-1-Amino-3-[7-methoxy-2-(4-methoxy-phenyl)-quinolin-4-ylamino]-propan-2-ol hydrochloride). RXN SMILES: [Cl:1][C:2]1[C:11]2[C:6](=[CH:7][C:8]([O:12][CH3:13])=[CH:9][CH:10]=2)[N:5]=[C:4]([C:14]2[CH:19]=[CH:18][C:17]([O:20][CH3:21])=[CH:16][CH:15]=2)[CH:3]=1.[NH2:22][CH2:23][CH:24]([OH:27])[CH2:25][NH2:26]>>[ClH:1].[NH2:22][CH2:23][CH:24]([OH:27])[CH2:25][NH:26][C:2]1[C:11]2[C:6](=[CH:7][C:8]([O:12][CH3:13])=[CH:9][CH:10]=2)[N:5]=[C:4]([C:14]2[CH:19]=[CH:18][C:17]([O:20][CH3:21])=[CH:16][CH:15]=2)[CH:3]=1 |f:2.3|. Reported procedure: The title compound, m.p. 190-205° C. and MS: m/e=353 (M+), was prepared from 4-chloro-7-methoxy-2-(4-methoxy-phenyl)-quinoline and 1,3-diamino-2-propanol. The reactants are C(C)P(OCCCC)[O-] (butyl ethylphosphonite), N12CCCCCC2=NCCC1 (1,8-diazabicyclo[5.4.0]undec-7-ene), ClCC=C(C)C (1-chloro-3-methyl-2-butene). Reagents/catalysts: C=1C=CC(=CC1)[P](C=2C=CC=CC2)(C=3C=CC=CC3)[Ni]([P](C=4C=CC=CC4)(C=5C=CC=CC5)C=6C=CC=CC6)([P](C=7C=CC=CC7)(C=8C=CC=CC8)C=9C=CC=CC9)[P](C=1C=CC=CC1)(C=1C=CC=CC1)C=1C=CC=CC1 (tetrakis(triphenylphosphine)nickel). Solvent: C1(=CC=CC=C1)C (toluene). Product: C(C)P(OCCCC)(=O)CC=C(C)C (butyl ethyl(3-methyl-2-butenyl)phosphinate). Yield: 75.8%. RXN SMILES: [CH2:1]([P:3]([O-:9])[O:4][CH2:5][CH2:6][CH2:7][CH3:8])[CH3:2].N12CCCN=C1CCCCC2.Cl[CH2:22][CH:23]=[C:24]([CH3:26])[CH3:25]>C1C=CC([P]([Ni]([P](C2C=CC=CC=2)(C2C=CC=CC=2)C2C=CC=CC=2)([P](C2C=CC=CC=2)(C2C=CC=CC=2)C2C=CC=CC=2)[P](C2C=CC=CC=2)(C2C=CC=CC=2)C2C=CC=CC=2)(C2C=CC=CC=2)C2C=CC=CC=2)=CC=1.C1(C)C=CC=CC=1>[CH2:1]([P:3]([CH2:22][CH:23]=[C:24]([CH3:26])[CH3:25])(=[O:9])[O:4][CH2:5][CH2:6][CH2:7][CH3:8])[CH3:2] |^1:30,32,51,70|. Procedure details: At room temperature, a three-neck flask equipped with stirrer and high-performance condenser is initially charged with 400 g of toluene and this initial charge is devolatilized by stirring and passing nitrogen through it. Then, under nitrogen, 6.65 g (6 mmol) of tetrakis(triphenylphosphine)nickel and 30 g (0.2 mol) of butyl ethylphosphonite (produced as in Example 2) and 30.4 g (0.2 mol) of 1,8-diazabicyclo[5.4.0]undec-7-ene are added followed by the dropwise addition of 20.9 g (0.2 mol) of 1-ch... Reactants: O (water), C(C)(C)(C)OC(=O)N([C@@H](CC1=CNC2=C(C=CC=C12)OC(C(=O)OCC)CCC)C)C[C@H](O[Si](CC)(CC)CC)C=1C=NC=CC1 (ethyl 2-((3-((2R)-2-((tert-butoxy-carbonyl) ((2R)-2-pyridin-3-yl-2-((triethylsilyl)oxy)ethyl)amino)propyl)-1H-indol-7-yl)oxy)pentanoate), Cl (hydrogen chloride). The solvent is C(C)O (ethanol), O1CCOCC1 (dioxane). Conditions: time 19 hour. The product is O[C@@H](CN[C@@H](CC1=CNC2=C(C=CC=C12)OC(C(=O)O)CCC)C)C=1C=NC=CC1 (2-((3-((2R)-2-(((2R)-2-hydroxy-2-pyridin-3-ylethyl)-amino)propyl)-1H-indol-7-yl)oxy)pentanoic acid). Reaction SMILES: C(OC([N:8]([CH2:31][C@@H:32]([C:41]1[CH:42]=[N:43][CH:44]=[CH:45][CH:46]=1)[O:33][Si](CC)(CC)CC)[C@H:9]([CH3:30])[CH2:10][C:11]1[C:19]2[C:14](=[C:15]([O:20][CH:21]([CH2:27][CH2:28][CH3:29])[C:22]([O:24]CC)=[O:23])[CH:16]=[CH:17][CH:18]=2)[NH:13][CH:12]=1)=O)(C)(C)C.Cl.O>C(O)C.O1CCOCC1>[OH:33][C@H:32]([C:41]1[CH:42]=[N:43][CH:44]=[CH:45][CH:46]=1)[CH2:31][NH:8][C@H:9]([CH3:30])[CH2:10][C:11]1[C:19]2[C:14](=[C:15]([O:20][CH:21]([CH2:27][CH2:28][CH3:29])[C:22]([OH:24])=[O:23])[CH:16]=[CH:17][CH:18]=2)[NH:13][CH:12]=1. Procedure: To a solution of the obtained ethyl 2-((3-((2R)-2-((tert-butoxy-carbonyl) ((2R)-2-pyridin-3-yl-2-((triethylsilyl)oxy)ethyl)amino)propyl)-1H-indol-7-yl)oxy)pentanoate in ethanol (0.2 ml) is added a solution of 4N-hydrogen chloride in dioxane (0.2 ml), and the mixture is stirred at room temperature for 19 hours. After the reaction is completed, water (0.2 ml) is added to the mixture, and the solvent is evaporated under reduced pressure. To a solution of the obtained residue in ethanol (0.35 ml) is...